Dataset: the Open Reaction Database (ORD), a public repository of structured organic reaction records. Task: describe an organic reaction: reactants, conditions, products, and yield The reactants are O=C([O-])[O-], COCCOC, CC(C)(C)OC(=O)N1CCC(Nc2ccnc(Cl)n2)C1, [Na+], [Na+], O, OB(O)c1ccccc1O, [Pd]. Yields the product CC(C)(C)OC(=O)N1CCC(Nc2ccnc(-c3ccccc3O)n2)C1. Reaction SMILES: [C:31](=[O:32])([O-:33])[O-:34].[CH3:39][O:40][CH2:41][CH2:42][O:43][CH3:44].[Cl:1][c:2]1[n:3][cH:4][cH:5][c:6]([NH:8][CH:9]2[CH2:10][N:11]([C:14](=[O:15])[O:16][C:17]([CH3:18])([CH3:19])[CH3:20])[CH2:12][CH2:13]2)[n:7]1.[Na+:35].[Na+:36].[OH2:37].[OH:21][c:22]1[c:23]([B:28]([OH:29])[OH:30])[cH:24][cH:25][cH:26][cH:27]1.[Pd:38]>>[c:2]1(-[c:23]2[c:22]([OH:21])[cH:27][cH:26][cH:25][cH:24]2)[n:3][cH:4][cH:5][c:6]([NH:8][CH:9]2[CH2:10][N:11]([C:14](=[O:15])[O:16][C:17]([CH3:18])([CH3:19])[CH3:20])[CH2:12][CH2:13]2)[n:7]1. The reactants are CC(=O)Oc1ccc(CC(N)C(=O)O)cc1OC(C)=O, CC(=O)OC(C)=O, O=CO. Yields the product CC(=O)Oc1ccc(CC(NC=O)C(=O)O)cc1OC(C)=O. RXN SMILES: [C:1]([CH3:2])(=[O:3])[O:4][c:5]1[cH:6][c:7]([CH2:8][CH:9]([NH2:10])[C:11](=[O:12])[OH:13])[cH:14][cH:15][c:16]1[O:17][C:18]([CH3:19])=[O:20].[CH3:21][C:22](=[O:23])[O:24][C:25](=[O:26])[CH3:27].[CH:28]([OH:29])=[O:30]>>[C:1]([CH3:2])(=[O:3])[O:4][c:5]1[cH:6][c:7]([CH2:8][CH:9]([NH:10][CH:22]=[O:23])[C:11](=[O:12])[OH:13])[cH:14][cH:15][c:16]1[O:17][C:18]([CH3:19])=[O:20]. Reactants: CCOP(=O)(CC#N)OCC, O=C1c2ccccc2-c2ccc3c(c21)CCO3, C1CCOC1, CCOCC, [H-], [Na+]. The product is N#CC=C1c2ccccc2-c2ccc3c(c21)CCO3. As a reaction SMILES: [C:1](#[N:2])[CH2:3][P:4](=[O:5])([O:6][CH2:7][CH3:8])[O:9][CH2:10][CH3:11].[CH2:14]1[c:15]2[c:16]([cH:19][cH:20][c:21]3[c:29]2[C:28](=[O:30])[c:27]2[c:22]-3[cH:23][cH:24][cH:25][cH:26]2)[O:17][CH2:18]1.[CH2:36]1[O:37][CH2:38][CH2:39][CH2:40]1.[CH3:31][CH2:32][O:33][CH2:34][CH3:35].[H-:12].[Na+:13]>>[C:1](#[N:2])[CH:3]=[C:28]1[c:27]2[c:22]([cH:23][cH:24][cH:25][cH:26]2)-[c:21]2[cH:20][cH:19][c:16]3[c:15]([c:29]21)[CH2:14][CH2:18][O:17]3. Reactants: Cl.NC(C(=O)O)C1C2=CC=CC=C2OC=2C=CC=CC12 (α-Amino-9H-xanthene-9-acetic acid hydrochloride), [OH-].[NH4+] (ammonium hydroxide). The solvent is O (water). Product: NC(C(=O)O)C1C2=CC=CC=C2OC=2C=CC=CC12 (α-Amino-9H-xanthene-9-acetic acid). RXN SMILES: Cl.[NH2:2][CH:3]([CH:7]1[C:20]2[CH:19]=[CH:18][CH:17]=[CH:16][C:15]=2[O:14][C:13]2[C:8]1=[CH:9][CH:10]=[CH:11][CH:12]=2)[C:4]([OH:6])=[O:5].[OH-].[NH4+]>O>[NH2:2][CH:3]([CH:7]1[C:8]2[CH:9]=[CH:10][CH:11]=[CH:12][C:13]=2[O:14][C:15]2[C:20]1=[CH:19][CH:18]=[CH:17][CH:16]=2)[C:4]([OH:6])=[O:5] |f:0.1,2.3|. Procedure: α-Amino-9H-xanthene-9-acetic acid hydrochloride is dissolved in water and the pH of the solution is adjusted with dilute ammonium hydroxide solution to pH 7. The precipitate is collected by filtration, washed with water, boiled with water for a short time, cooled to room temperature, and collected to afford the title compound. Starting materials: CC(C)(C(=O)O)c1ccccc1, COc1ccc(CN)cc1. Reagents/catalysts: CCOC(=O)C(=NOC(=[N+](C)C)N1CCOCC1)C#N.F[P-](F)(F)(F)(F)F (COMU), CC1=NC(=CC=C1)C (2,6-Lutidine). Solvent: CN(C)C=O (DMF), CN(C)C=O (DMF), CN(C)C=O (DMF), CN(C)C=O (DMF), CN(C)C=O (DMF), CN(C)C=O (DMF). Run at temperature 25 celsius, time 2 hour. Product: COc1ccc(CNC(=O)C(C)(C)c2ccccc2)cc1. Yield: 25.0%. Reaction SMILES: COc1ccc(CN)cc1.CC(C)(C(=O)O)c1ccccc1.CCOC(=O)C(=NOC(=[N+](C)C)N1CCOCC1)C#N.F[P-](F)(F)(F)(F)F.CC1=NC(=CC=C1)C.CN(C)C=O>>COc1ccc(CNC(=O)C(C)(C)c2ccccc2)cc1.